From a dataset of the Open Reaction Database (ORD), a public repository of structured organic reaction records. describe an organic reaction: reactants, conditions, products, and yield RXN SMILES: [CH3:1][O:2][CH2:3][CH2:4][O:5][c:6]1[cH:7][cH:8][c:9](-[c:12]2[n:13][c:14]3[n:15]([n:16][c:17]([O:20][CH2:21][CH2:22][CH3:23])[cH:18][cH:19]3)[cH:24]2)[cH:10][cH:11]1.[CH3:33][C:34]#[N:35].[I:25][N:26]1[C:27](=[O:28])[CH2:29][CH2:30][C:31]1=[O:32]>>[CH3:1][O:2][CH2:3][CH2:4][O:5][c:6]1[cH:7][cH:8][c:9](-[c:12]2[n:13][c:14]3[n:15]([n:16][c:17]([O:20][CH2:21][CH2:22][CH3:23])[cH:18][cH:19]3)[c:24]2[I:25])[cH:10][cH:11]1. Reactants: CCCOc1ccc2nc(-c3ccc(OCCOC)cc3)cn2n1, CC#N, O=C1CCC(=O)N1I. Product: CCCOc1ccc2nc(-c3ccc(OCCOC)cc3)c(I)n2n1. The reactants are C(C)(C)(C)C=1CCNCC1 (4-t-butyl-1,2,3,6-tetrahydropyridine), C(C=C)N=C=S (allylisothiocyanate). Run in O1CCCC1 (tetrahydrofuran), O1CCCC1 (tetrahydrofuran). The product is C(C=C)NC(=S)N1CCC(=CC1)C(C)(C)C (N-allyl-4-t-butyl-1,2,3,6- -tetrahydro-1-pyridinethiocarboxamide). RXN SMILES: [C:1]([C:5]1[CH2:6][CH2:7][NH:8][CH2:9][CH:10]=1)([CH3:4])([CH3:3])[CH3:2].[CH2:11]([N:14]=[C:15]=[S:16])[CH:12]=[CH2:13]>O1CCCC1>[CH2:11]([NH:14][C:15]([N:8]1[CH2:7][CH:6]=[C:5]([C:1]([CH3:4])([CH3:3])[CH3:2])[CH2:10][CH2:9]1)=[S:16])[CH:12]=[CH2:13]. Procedure: In 20 ml. of anhydrous tetrahydrofuran there is dissolved 5.0 grams of 4-t-butyl-1,2,3,6-tetrahydropyridine, and with stirring there is added 3.5 grams of allylisothiocyanate in 10 ml of anhydrous tetrahydrofuran. The reaction mixture is stirred for 24 hours at room temperature and the tetrahydrofuran is evaporated in vacuo. The resulting solid is dried at 50°C/20 mmHg. to remove any unreacted allylisothiocyanate to give N-allyl-4-t-butyl-1,2,3,6- -tetrahydro-1-pyridinethiocarboxamide. Reactants: COC1OC(COCc2ccc(Cl)cc2)C(OCc2ccccc2)C(OCc2ccccc2)C1OC(=O)c1ccccc1, C1COCCN1, Cl[Sn](Cl)(Cl)Cl, [K+], [K+], [K+], CC(=O)[O-], CC(=O)[O-], O=P([O-])([O-])[O-], [Pd+2]. The product is COC1OC(CO)C(OCc2ccccc2)C(OCc2ccccc2)C1OC(=O)c1ccccc1. As a reaction SMILES: [C:1]([c:2]1[cH:3][cH:4][cH:5][cH:6][cH:7]1)(=[O:8])[O:9][CH:10]1[CH:11]([O:12][CH3:13])[O:14][CH:15]([CH2:34][O:35][CH2:36][c:37]2[cH:38][cH:39][c:40]([Cl:41])[cH:42][cH:43]2)[CH:16]([O:26][CH2:27][c:28]2[cH:29][cH:30][cH:31][cH:32][cH:33]2)[CH:17]1[O:18][CH2:19][c:20]1[cH:21][cH:22][cH:23][cH:24][cH:25]1.[CH2:44]1[NH:45][CH2:46][CH2:47][O:48][CH2:49]1.[Cl:58][Sn:59]([Cl:60])([Cl:61])[Cl:62].[K+:55].[K+:56].[K+:57].[O-:64][C:65]([CH3:66])=[O:67].[O-:68][C:69]([CH3:70])=[O:71].[P:50]([O-:51])([O-:52])([O-:53])=[O:54].[Pd+2:63]>>[C:1]([c:2]1[cH:3][cH:4][cH:5][cH:6][cH:7]1)(=[O:8])[O:9][CH:10]1[CH:11]([O:12][CH3:13])[O:14][CH:15]([CH2:34][OH:35])[CH:16]([O:26][CH2:27][c:28]2[cH:29][cH:30][cH:31][cH:32][cH:33]2)[CH:17]1[O:18][CH2:19][c:20]1[cH:21][cH:22][cH:23][cH:24][cH:25]1. Reactants: CCOC(=O)NCCOc1ccc(SC(C)CC)cc1, CO, [O-][I+3]([O-])([O-])[O-], [Na+], O. Product: CCOC(=O)NCCOc1ccc(S(=O)C(C)CC)cc1. RXN SMILES: [CH3:1][CH:2]([CH2:3][CH3:4])[S:5][c:6]1[cH:7][cH:8][c:9]([O:10][CH2:11][CH2:12][NH:13][C:14]([O:15][CH2:16][CH3:17])=[O:18])[cH:19][cH:20]1.[CH3:27][OH:28].[I+3:21]([O-:22])([O-:23])([O-:24])[O-:25].[Na+:26].[OH2:29]>>[CH3:1][CH:2]([CH2:3][CH3:4])[S:5]([c:6]1[cH:7][cH:8][c:9]([O:10][CH2:11][CH2:12][NH:13][C:14]([O:15][CH2:16][CH3:17])=[O:18])[cH:19][cH:20]1)=[O:22]. Starting materials: CCCn1c(C)c(-c2ccncc2)c2cc(OC(C)(C)C(=O)O)ccc21, Cl, [Na+], C1CCOC1, [OH-]. Product: CCCn1c(C)c(-c2ccncc2)c2cc(OC(C)(C)CO)ccc21. Reaction SMILES: [CH3:2][C:3]([C:4](=[O:5])[OH:6])([CH3:7])[O:8][c:9]1[cH:10][c:11]2[c:12](-[c:22]3[cH:23][cH:24][n:25][cH:26][cH:27]3)[c:13]([CH3:21])[n:14]([CH2:18][CH2:19][CH3:20])[c:15]2[cH:16][cH:17]1.[ClH:1].[Na+:29].[O:30]1[CH2:31][CH2:32][CH2:33][CH2:34]1.[OH-:28]>>[CH3:2][C:3]([CH2:4][OH:5])([CH3:7])[O:8][c:9]1[cH:10][c:11]2[c:12](-[c:22]3[cH:23][cH:24][n:25][cH:26][cH:27]3)[c:13]([CH3:21])[n:14]([CH2:18][CH2:19][CH3:20])[c:15]2[cH:16][cH:17]1. Starting materials: Br.C(C)(=O)O (hydrogen bromide acetic acid), N=1NC(CCC1C1=CC2=C(S1)CCC(C2)NS(=O)(=O)C2=C(C=CC=C2)C)=O (2-[4,5-dihydropyridazin-3(2H)-on-6-yl]-5-[(2-methylphenyl)sulfonylamino]-4,5,6,7-tetrahydrobenzo-[b]thiophene), C(C)(C)OC(C)C (diisopropyl ether). The solvent is CS(=O)C (dimethylsulfoxide). Run at time 2 hour. Yields the product N=1NC(C=CC1C1=CC2=C(S1)CCC(C2)NS(=O)(=O)C2=C(C=CC=C2)C)=O (2-[pyridazin-3(2H)-on-6-yl]-5-[(2-methylphenyl)sulfonylamino]-4,5,6,7-tetrahydrobenzo[b]thiophene). Isolated yield 71.3%. Reaction SMILES: Br.C(O)(=O)C.[N:6]1[NH:7][C:8](=[O:32])[CH2:9][CH2:10][C:11]=1[C:12]1[S:16][C:15]2[CH2:17][CH2:18][CH:19]([NH:21][S:22]([C:25]3[CH:30]=[CH:29][CH:28]=[CH:27][C:26]=3[CH3:31])(=[O:24])=[O:23])[CH2:20][C:14]=2[CH:13]=1.C(OC(C)C)(C)C>CS(C)=O>[N:6]1[NH:7][C:8](=[O:32])[CH:9]=[CH:10][C:11]=1[C:12]1[S:16][C:15]2[CH2:17][CH2:18][CH:19]([NH:21][S:22]([C:25]3[CH:30]=[CH:29][CH:28]=[CH:27][C:26]=3[CH3:31])(=[O:24])=[O:23])[CH2:20][C:14]=2[CH:13]=1 |f:0.1|. Reported procedure: In 8 ml of a 25% hydrogen bromide-acetic acid solution was suspended 1.41 g of 2-[4,5-dihydropyridazin-3(2H)-on-6-yl]-5-[(2-methylphenyl)sulfonylamino]-4,5,6,7-tetrahydrobenzo-[b]thiophene, and 0.25 ml of dimethylsulfoxide was added thereto. The mixture was stirred at room temperature for 2 hours. Then, diisopropyl ether was added to the reaction mixture, and crystals precipitated were collected by filtration to obtain 1.00 g of 2-[pyridazin-3(2H)-on-6-yl]-5-[(2-methylphenyl)sulfonylamino]-4,5,6... Starting materials: [Li]CCCC (nBuLi), C#CCCCCC#C (1,7-octadiyne), [C-]#[C-].[Li+].[Li+] (lithium acetylide), BrC(C=O)=CC1=CC=CC=C1 (α-bromocinnamaldehyde), 1, resultant mixture. Run in C1CCOC1 (THF), C1CCOC1 (THF). Conditions: time 10 minute. The product is Br\C(=C/C1=CC=CC=C1)\C(C#CCCCCC#C)O ((Z)-2-Bromo-1-phenylundeca-1-en-4,10-diyn-3-ol). The yield is 97.0%. As a reaction SMILES: [CH:1]#[C:2][CH2:3][CH2:4][CH2:5][CH2:6][C:7]#[CH:8].[Li]CCCC.[C-]#[C-].[Li+].[Li+].[Br:18][C:19](=[CH:22][C:23]1[CH:28]=[CH:27][CH:26]=[CH:25][CH:24]=1)[CH:20]=[O:21]>C1COCC1>[Br:18]/[C:19](/[CH:20]([OH:21])[C:1]#[C:2][CH2:3][CH2:4][CH2:5][CH2:6][C:7]#[CH:8])=[CH:22]\[C:23]1[CH:28]=[CH:27][CH:26]=[CH:25][CH:24]=1 |f:2.3.4|. Reported procedure: To a solution of 1,7-octadiyne (254.4 mg, 2.4 mmol) in dry THF (50 mL) cooled at −78° C. was added nBuLi (1.6 M in hexanes, 1.5 mL, 2.0 mmol) followed by stirring at the same temperature for 10 minutes. To the previously prepared lithium acetylide solution was added a solution of α-bromocinnamaldehyde Compound 1 (422.0 mg, 2.0 mmol) in dry THF (5 mL) and the resultant mixture was stirred at −78° C. for 15 minutes. The reaction was then quenched with saturated aqueous NH4Cl (20 mL) and extracted ... Reactants: ice water, [NH4+].[OH-] (NH4OH), C1(CCCC1)N1N=CC=C1NC=1C(C(=O)O)=CC=CC1 (N-(1-cyclopentylpyrazol-5-yl) anthranilic acid), O=P(Cl)(Cl)Cl (POCl3). Yields the product ClC1=C2C(=NC3=CC=CC=C13)N(N=C2)C2CCCC2 (4-chloro-1-cyclopentyl-1H-pyrazolo[3,4-b]quinoline). RXN SMILES: [CH:1]1([N:6]2[C:10]([NH:11][C:12]3[C:13](=[CH:17][CH:18]=[CH:19][CH:20]=3)[C:14](O)=O)=[CH:9][CH:8]=[N:7]2)[CH2:5][CH2:4][CH2:3][CH2:2]1.[NH4+].[OH-].O=P(Cl)(Cl)[Cl:25]>>[Cl:25][C:14]1[C:13]2[C:12](=[CH:20][CH:19]=[CH:18][CH:17]=2)[N:11]=[C:10]2[N:6]([CH:1]3[CH2:5][CH2:4][CH2:3][CH2:2]3)[N:7]=[CH:8][C:9]=12 |f:1.2|. Procedure details: A mixture of N-(1-cyclopentylpyrazol-5-yl) anthranilic acid (21 g, 0.0775 mol) and POCl3 (100 ml) was refluxed for 8 hours. The reaction mixture was poured into ice-water and neutralized with NH4OH. A gum formed which was extracted with CH2Cl2. The CH2Cl2 layer was then washed with water, dried over MgSO4, filtered and concentrated. The residue was purified by column chromatography on silica gel eluting with 40% to 70% CH2Cl2 /hexane to afford 7.5 g of 4-chloro-1-cyclopentyl-1H-pyrazolo[3,4-b]qu...